This data is from the Open Reaction Database (ORD), a public repository of structured organic reaction records. The task is: describe an organic reaction: reactants, conditions, products, and yield Reactants: COC1=NC=NC(=C1C=O)OC (4,6-dimethoxypyrimidine-5-carboaldehyde), O1CCCC1 (tetrahydrofuran), C(C)(C)[Mg]Br (isopropyl magnesium bromide), O1CCCC1 (tetrahydrofuran), [Cl-].[NH4+] (ammonium chloride), O1CCCC1 (tetrahydrofuran), [Mg] (magnesium), BrC(C)C (2-bromopropane), O1CCCC1 (tetrahydrofuran). Yields the product COC1=NC=NC(=C1CC(C(C)C)O)OC (1-(4,6-dimethoxy pyrimidin-5-yl)-3-methylbutan-2-ol). Isolated yield 54.0%. Reaction SMILES: [Mg].Br[CH:3](C)C.C([Mg]Br)(C)C.[CH3:11][O:12][C:13]1[C:18]([CH:19]=O)=[C:17]([O:21][CH3:22])[N:16]=[CH:15][N:14]=1.[Cl-].[NH4+].[O:25]1[CH2:29][CH2:28][CH2:27]C1>>[CH3:11][O:12][C:13]1[C:18]([CH2:19][CH:29]([OH:25])[CH:28]([CH3:3])[CH3:27])=[C:17]([O:21][CH3:22])[N:16]=[CH:15][N:14]=1 |f:4.5|. Procedure: 0.81 g (33 mmol) of magnesium was added to 30 ml of tetrahydrofuran, and 4.1 g (33 mmol) of 2-bromopropane was added to prepare a tetrahydrofuran solution of isopropyl magnesium bromide. 2.8 g (17 mmol) of 4,6-dimethoxypyrimidine-5-carboaldehyde was dissolved in 50 ml of tetrahydrofuran, and the solution was added to the above tetrahydrofuran solution at room temperature and reacted overnight. The reaction solution was poured into an aqueous ammonium chloride solution and extracted with ethyl ac... Reactants: Cl.N[C@H](C(=O)O)[C@@H](C(=O)OC)O ((2S,3S)-2-amino-3-hydroxy-4-methoxy-4-oxobutyric acid hydrochloride), C(C)(=O)O (acetic acid), Boc-glycin-N-hydroxysuccinimide ester, CCN(C(C)C)C(C)C (DIPEA), Cl.N[C@H](C(=O)O)[C@@H](C(=O)OC)O ((2S,3S)-2-Amino-3-hydroxy-4-methoxy-4-oxobutyric acid hydrochloride), C(C)#N (acetonitrile). Reagents/catalysts: CN(C)C=1C=CN=CC1 (DMAP). Run in CN(C)C=O (DMF). Conditions: temperature 0 celsius, time 2 hour. The product is O[C@@H]([C@H](N)C(=O)O)C(=O)O ((3S)-3-Hydroxyaspartic acid). RXN SMILES: Cl.[NH2:2][C@@H:3]([C@H:7]([OH:12])[C:8]([O:10]C)=[O:9])[C:4]([OH:6])=[O:5].CCN(C(C)C)C(C)C.C(O)(=O)C.C(#N)C>CN(C=O)C.CN(C1C=CN=CC=1)C>[OH:12][C@H:7]([C:8]([OH:10])=[O:9])[C@@H:3]([C:4]([OH:6])=[O:5])[NH2:2] |f:0.1|. Reported procedure: (3S)-3-Hydroxyaspartic acid is prepared by the method of G. Cardillo, L. Gentilucci, A. Tolomelli, C. Tomasini, Synlett 1999, 1727-1730, and converted in analogy to P. G. Mattingly, M. J. Miller, J. Org. Chem. 1983, 48, 3556-3559, using microwave radiation in a closed reactor into (2S,3S)-2-amino-3-hydroxy-4-methoxy-4-oxobutyric acid hydrochloride. (2S,3S)-2-Amino-3-hydroxy-4-methoxy-4-oxobutyric acid hydrochloride (447 mg, 2.24 mmol) is dissolved in DMF (9 ml). The solution is cooled to 0° C., ... Reactants: C(=O)([O-])[O-].[Cs+].[Cs+] (Cs2CO3), C(#N)C1=CC2=C(N(C(=N2)C(C(F)(F)F)(NS(=O)C(C)(C)C)C2=C3C=CN(C3=C(C=C2OC)C)C(=O)OC(C)(C)C)COCC[Si](C)(C)C)C=C1 ((±)-tert-butyl 4-(1-(5-cyano-1-((2-(trimethylsilyl)ethoxy)methyl)-1H-benzo[d]imidazol-2-yl)-1-(1,1-dimethylethylsulfinamido)-2,2,2-trifluoroethyl)-5-methoxy-7-methyl-1H-indole-1-carboxylate), C(#N)C=1C=CC2=C(N(C(=N2)C(C(F)(F)F)(NS(=O)C(C)(C)C)C2=C3C=CN(C3=C(C=C2OC)C)C(=O)OC(C)(C)C)COCC[Si](C)(C)C)C1 ((±)-tert-butyl 4-(1-(6-cyano-1-((2-(trimethylsilyl)ethoxy)methyl)-1H-benzo[d]imidazol-2-yl)-1-(1,1-dimethylethylsulfinamido)-2,2,2-trifluoroethyl)-5-methoxy-7-methyl-1H-indole-1-carboxylate), CO (MeOH), C(=O)([O-])[O-].[Cs+].[Cs+] (Cs2CO3). The solvent is Cl (HCl), [NH4+].[Cl-] (NH4Cl). Run at temperature 60 celsius. Product: NC(C(F)(F)F)(C1=C2C=CNC2=C(C=C1OC)C)C1=NC2=C(N1)C=CC(=C2)C#N ((±)-2-(1-Amino-2,2,2-trifluoro-1-(5-methoxy-7-methyl-1H-indol-4-yl)ethyl)-1H-benzo[d]imidazole-5-carbonitrile). Reaction SMILES: [C:1]([C:3]1[CH:50]=[CH:49][C:6]2[N:7](COCC[Si](C)(C)C)[C:8]([C:10]([C:22]3[C:30]([O:31][CH3:32])=[CH:29][C:28]([CH3:33])=[C:27]4[C:23]=3[CH:24]=[CH:25][N:26]4C(OC(C)(C)C)=O)([NH:15]S(C(C)(C)C)=O)[C:11]([F:14])([F:13])[F:12])=[N:9][C:5]=2[CH:4]=1)#[N:2].C(C1C=CC2N=C(C(C3C(OC)=CC(C)=C4C=3C=CN4C(OC(C)(C)C)=O)(NS(C(C)(C)C)=O)C(F)(F)F)N(COCC[Si](C)(C)C)C=2C=1)#N.CO.C([O-])([O-])=O.[Cs+].[Cs+]>Cl.[NH4+].[Cl-]>[NH2:15][C:10]([C:8]1[NH:7][C:6]2[CH:49]=[CH:50][C:3]([C:1]#[N:2])=[CH:4][C:5]=2[N:9]=1)([C:22]1[C:30]([O:31][CH3:32])=[CH:29][C:28]([CH3:33])=[C:27]2[C:23]=1[CH:24]=[CH:25][NH:26]2)[C:11]([F:14])([F:13])[F:12] |f:3.4.5,7.8|. Reported procedure: A mixture of (±)-tert-butyl 4-(1-(5-cyano-1-((2-(trimethylsilyl)ethoxy)methyl)-1H-benzo[d]imidazol-2-yl)-1-(1,1-dimethylethylsulfinamido)-2,2,2-trifluoroethyl)-5-methoxy-7-methyl-1H-indole-1-carboxylate and (±)-tert-butyl 4-(1-(6-cyano-1-((2-(trimethylsilyl)ethoxy)methyl)-1H-benzo[d]imidazol-2-yl)-1-(1,1-dimethylethylsulfinamido)-2,2,2-trifluoroethyl)-5-methoxy-7-methyl-1H-indole-1-carboxylate (0.50 g, 0.68 mmol) was dissolved in 1.25M HCl in MeOH (10.9 mL, 13.63 mmol) and the mixture was heated... Reactants: Cc1nnc(-c2ccc(Br)c(C)c2)o1, COC(=O)c1ccc([Sn](C)(C)C)nc1, Cc1ccccc1, Cl[Pd]Cl, c1ccc(P(c2ccccc2)c2ccccc2)cc1, c1ccc(P(c2ccccc2)c2ccccc2)cc1. The product is COC(=O)c1ccc(-c2ccc(-c3nnc(C)o3)cc2C)nc1. As a reaction SMILES: [Br:15][c:16]1[c:17]([CH3:28])[cH:18][c:19](-[c:22]2[o:23][c:24]([CH3:27])[n:25][n:26]2)[cH:20][cH:21]1.[CH3:1][Sn:2]([c:3]1[n:4][cH:5][c:6]([C:7](=[O:8])[O:9][CH3:10])[cH:11][cH:12]1)([CH3:13])[CH3:14].[CH3:29][c:30]1[cH:31][cH:32][cH:33][cH:34][cH:35]1.[Pd:36]([Cl:37])[Cl:38].[c:39]1([P:40]([c:41]2[cH:42][cH:43][cH:44][cH:45][cH:46]2)[c:47]2[cH:48][cH:49][cH:50][cH:51][cH:52]2)[cH:53][cH:54][cH:55][cH:56][cH:57]1.[c:58]1([P:59]([c:60]2[cH:61][cH:62][cH:63][cH:64][cH:65]2)[c:66]2[cH:67][cH:68][cH:69][cH:70][cH:71]2)[cH:72][cH:73][cH:74][cH:75][cH:76]1>>[c:3]1(-[c:16]2[c:17]([CH3:28])[cH:18][c:19](-[c:22]3[o:23][c:24]([CH3:27])[n:25][n:26]3)[cH:20][cH:21]2)[n:4][cH:5][c:6]([C:7](=[O:8])[O:9][CH3:10])[cH:11][cH:12]1.